From a dataset of the Open Reaction Database (ORD), a public repository of structured organic reaction records. describe an organic reaction: reactants, conditions, products, and yield Starting materials: NC1=CC=C(C=C1)C1=C2C(=CN=C1)N(N=C2N)C (4-(4-Amino-phenyl)-1-methyl-1H-pyrazolo[3,4-c]pyridin-3-ylamine), FC1=CCC(C=C1)(C)N=C=O (1-fluoro-4-isocyanato-4-methyl-benzene), FC1=C(C=C(C=C1)C)N=C=O (1-fluoro-2-isocyanato-4-methyl-benzene). Yields the product NC1=NN(C2=CN=CC(=C21)C2=CC=C(C=C2)NC(=O)NC2=CC(=C(C=C2)F)C)C (N-[4-(3-amino-1-methyl-1H-pyrazolo[3,4-c]pyridin-4-yl)phenyl]-N′-(4-fluoro-3-methylphenyl)urea). RXN SMILES: [NH2:1][C:2]1[CH:7]=[CH:6][C:5]([C:8]2[CH:13]=[N:12][CH:11]=[C:10]3[N:14]([CH3:18])[N:15]=[C:16]([NH2:17])[C:9]=23)=[CH:4][CH:3]=1.[F:19][C:20]1[CH:25]=[CH:24][C:23]([N:27]=[C:28]=[O:29])(C)[CH2:22][CH:21]=1.F[C:31]1C=CC(C)=CC=1N=C=O>>[NH2:17][C:16]1[C:9]2[C:10](=[CH:11][N:12]=[CH:13][C:8]=2[C:5]2[CH:4]=[CH:3][C:2]([NH:1][C:28]([NH:27][C:23]3[CH:22]=[CH:21][C:20]([F:19])=[C:25]([CH3:31])[CH:24]=3)=[O:29])=[CH:7][CH:6]=2)[N:14]([CH3:18])[N:15]=1. Procedure: The title compound was prepared using the procedure described in Example 1E using the product from Example 6A and 1-fluoro-4-isocyanato-4-methyl-benzene instead of the product from Example 1D and 1-fluoro-2-isocyanato-4-methyl-benzene. MS (ESI(+)) m/e 391 (M+H)+; 1H NMR (300 MHz, DMSO-D6) δ ppm 2.22 (d, J=1.70 Hz, 3H) 4.02 (s, 3H) 7.06 (t, J=9.15 Hz, 1H) 7.24-7.33 (m, 1H) 7.35-7.43 (m, 1H) 7.52 (d, J=8.81 Hz, 2H) 7.67 (d, J=8.81 Hz, 2H) 8.10 (s, 1H) 8.77 (s, 1H) 8.99 (s, 1H) 9.21 (s, 1H). The reactants are ClC=1C(=CC(NC1)=O)OC(C1=CN=CC=C1)=O (5-chloro-4-nicotinoyloxy-2-pyridone), O1CCOCC1 (dioxane), N1=CC=CC=C1 (pyridine), C(C1=CC=CC=C1)(=O)Cl (benzoyl chloride). The solvent is C(C)N(CC)CC (triethylamine). Product: C(C1=CC=CC=C1)(=O)OC1=NC=C(C(=C1)OC(C1=CN=CC=C1)=O)Cl (2-benzoyloxy-5-chloro-4-nicotinoyloxypyridine). Yield: 54.0%. As a reaction SMILES: [Cl:1][C:2]1[C:3]([O:9][C:10](=[O:17])[C:11]2[CH:16]=[CH:15][CH:14]=[N:13][CH:12]=2)=[CH:4][C:5](=[O:8])[NH:6][CH:7]=1.O1CCOCC1.N1C=CC=CC=1.[C:30](Cl)(=[O:37])[C:31]1[CH:36]=[CH:35][CH:34]=[CH:33][CH:32]=1>C(N(CC)CC)C>[C:30]([O:8][C:5]1[CH:4]=[C:3]([O:9][C:10](=[O:17])[C:11]2[CH:16]=[CH:15][CH:14]=[N:13][CH:12]=2)[C:2]([Cl:1])=[CH:7][N:6]=1)(=[O:37])[C:31]1[CH:36]=[CH:35][CH:34]=[CH:33][CH:32]=1. Procedure: A 300 ml quantity of 5-chloro-4-nicotinoyloxy-2-pyridone was suspended in a mixture solvent of 30 ml of dioxane and 10 ml of pyridine and to the suspension were added 0.17 ml of benzoyl chloride and 0.83 ml of triethylamine. The mixture was refluxed for 3 hours. The resulting reaction mixture was concentrated and the concentrate was subjected to silica gel column chromatography using as an eluent, chloroform, thereby producing 230 mg of the title compound in a yield of 54%. The reactants are CO, Cl, Cl, CC(=O)c1ccc2nnc(C(C)c3c(F)cc4ncccc4c3F)n2n1, NO, [Na+], [OH-]. Product: CC(=NO)c1ccc2nnc(C(C)c3c(F)cc4ncccc4c3F)n2n1. Reaction SMILES: [CH3:33][OH:34].[ClH:27].[ClH:30].[F:1][c:2]1[c:3]2[cH:4][cH:5][cH:6][n:7][c:8]2[cH:9][c:10]([F:26])[c:11]1[CH:12]([CH3:13])[c:14]1[n:15][n:16][c:17]2[n:18]1[n:19][c:20]([C:23]([CH3:24])=[O:25])[cH:21][cH:22]2.[NH2:28][OH:29].[Na+:32].[OH-:31]>>[F:1][c:2]1[c:3]2[cH:4][cH:5][cH:6][n:7][c:8]2[cH:9][c:10]([F:26])[c:11]1[CH:12]([CH3:13])[c:14]1[n:15][n:16][c:17]2[n:18]1[n:19][c:20]([C:23]([CH3:24])=[N:28][OH:29])[cH:21][cH:22]2. Starting materials: N1N=CC(=C1)C1=CC2=C(C=3N=C(SC3CCO2)C(=O)O)C=C1 (8-(1H-Pyrazol-4-yl)-4,5-dihydro-6-oxa-3-thia-1-aza-benzo[e]azulene-2-carboxylic acid), N1=C(C=CC=C1)N1CCNCC1 (1-(pyridine-2-yl)piperazine). Yields the product N1N=CC(=C1)C1=CC2=C(C=3N=C(SC3CCO2)C(=O)N2CCN(CC2)C2=NC=CC=C2)C=C1 ([8-(1H-Pyrazol-4-yl)-4,5-dihydro-6-oxa-3-thia-1-aza-benzo[e]azulen-2-yl]-(4-pyridin-2-yl-piperazin-1-yl)-methanone). Reaction SMILES: [NH:1]1[CH:5]=[C:4]([C:6]2[CH:22]=[CH:21][C:9]3[C:10]4[N:11]=[C:12]([C:18]([OH:20])=O)[S:13][C:14]=4[CH2:15][CH2:16][O:17][C:8]=3[CH:7]=2)[CH:3]=[N:2]1.[N:23]1[CH:28]=[CH:27][CH:26]=[CH:25][C:24]=1[N:29]1[CH2:34][CH2:33][NH:32][CH2:31][CH2:30]1>>[NH:2]1[CH:3]=[C:4]([C:6]2[CH:22]=[CH:21][C:9]3[C:10]4[N:11]=[C:12]([C:18]([N:32]5[CH2:33][CH2:34][N:29]([C:24]6[CH:25]=[CH:26][CH:27]=[CH:28][N:23]=6)[CH2:30][CH2:31]5)=[O:20])[S:13][C:14]=4[CH2:15][CH2:16][O:17][C:8]=3[CH:7]=2)[CH:5]=[N:1]1. Procedure: Following the procedure for 103, 8-(1H-Pyrazol-4-yl)-4,5-dihydro-6-oxa-3-thia-1-aza-benzo[e]azulene-2-carboxylic acid (50.0 mg, 0.2 mmol) was reacted with 1-(pyridine-2-yl)piperazine (1.2 equiv) to give 168 (19.8 mg, M+1 459.1) As a reaction SMILES: [NH2:1][C:2]1[C:3]([N+:16]([O-])=O)=[CH:4][C:5]([Cl:15])=[C:6]([N:8]2[CH2:12][CH2:11][CH2:10][C@@H:9]2[CH2:13][OH:14])[CH:7]=1>CO.C1COCC1.[Pt]>[NH2:16][C:3]1[C:2]([NH2:1])=[CH:7][C:6]([N:8]2[CH2:12][CH2:11][CH2:10][C@@H:9]2[CH2:13][OH:14])=[C:5]([Cl:15])[CH:4]=1. Yields the product NC1=CC(=C(C=C1N)N1[C@H](CCC1)CO)Cl ((R)-1-(4,5-Diamino-2-chloro-phenyl)-2-hydroxymethyl-pyrrolidine). The reagents and catalysts are [Pt] (Pt/C). The reactants are NC=1C(=CC(=C(C1)N1[C@H](CCC1)CO)Cl)[N+](=O)[O-] ((R)-1-(5-amino-2-chloro-4-nitro-phenyl)-2-hydroxymethyl-pyrrolidine). The solvent is CO (MeOH), C1CCOC1 (THF). Reported procedure: The sub-title compound was prepared from (R)-1-(5-amino-2-chloro-4-nitro-phenyl)-2-hydroxymethyl-pyrrolidine (220 mg, 0.8 mmol) and Pt/C (50 mg) in MeOH (6 mL) and THF (6 mL) in analogy to example 1 step (f). Starting materials: C(C)(=O)O (acetic acid), C(C)(=O)[O-].[Na+] (sodium acetate), NC1=C(C=CC(=C1)Cl)S (2-amino-4-chlorobenzenethiol), OC=1C=C(C=O)C=C(C1)O (3,5-dihydroxybenzaldehyde). The solvent is O (water), C(C)(=O)OCC (ethyl acetate). Product: ClC=1C=CC2=C(N=C(S2)C=2C=C(C=C(C2)O)O)C1 (5-(5-chlorobenzo[d]thiazol-2-yl)benzene-1,3-diol). Isolated yield 52.5%. As a reaction SMILES: C(O)(=O)C.[NH2:5][C:6]1[CH:11]=[C:10]([Cl:12])[CH:9]=[CH:8][C:7]=1[SH:13].[OH:14][C:15]1[CH:16]=[C:17]([CH:20]=[C:21]([OH:23])[CH:22]=1)[CH:18]=O.C([O-])(=O)C.[Na+]>O.C(OCC)(=O)C>[Cl:12][C:10]1[CH:9]=[CH:8][C:7]2[S:13][C:18]([C:17]3[CH:20]=[C:21]([OH:23])[CH:22]=[C:15]([OH:14])[CH:16]=3)=[N:5][C:6]=2[CH:11]=1 |f:3.4|. Procedure details: In an acetic acid (0.6 mL) solvent, a mixture including 2-amino-4-chlorobenzenethiol (100 mg, 0.44 mmol), 3,5-dihydroxybenzaldehyde (60 mg, 0.44 mmol), and sodium acetate (107 mg, 1.30 mmol) was refluxed for 7 hours. After cooling, the reaction mixture was distributed between ethyl acetate and water, and an organic layer was dried by using MgSO4, filtered, and evaporated under reduced pressure. The residual was purified by silica gel column chromatography using hexane and ethyl acetate (2:1) as ... Reactants: NC1=NC=NC(=C1C(=O)N)N1CCC(CC1)C=1N(C=C(N1)C1=CC(=C(C=C1)F)C(F)(F)F)C (4-Amino-6-{4-[4-(4-fluoro-3-trifluoromethyl-phenyl)-1-methyl-1H-imidazol-2-yl]-piperidin-1-yl}-pyrimidine-5-carboxamide), NC1=NC=NC(=C1C#N)N1CCC(CC1)C=1N(C=C(N1)C1=CC(=C(C=C1)F)C(F)(F)F)CCN(C)CCOC (4-Amino-6-[4-(4-(4-fluoro-3-trifluoromethyl-phenyl)-1-{2-[(2-methoxy-ethyl)-methyl-amino]-ethyl}-1H-imidazol-2-yl)-piperidin-1-yl]-pyrimidine-5-carbonitrile). Yields the product NC1=NC=NC(=C1C(=O)N)N1CCC(CC1)C=1N(C=C(N1)C1=CC(=C(C=C1)F)C(F)(F)F)CCN(C)CCOC (4-Amino-6-[4-(4-(4-fluoro-3-trifluoromethyl-phenyl)-1-{2-[(2-methoxy-ethyl)-methyl-amino]-ethyl}-1H-imidazol-2-yl)-piperidin-1-yl]-pyrimidine-5-carboxylic acid amide). As a reaction SMILES: [NH2:1][C:2]1[C:7]([C:8]([NH2:10])=[O:9])=[C:6]([N:11]2[CH2:16][CH2:15][CH:14]([C:17]3[N:18]([CH3:33])[CH:19]=[C:20]([C:22]4[CH:27]=[CH:26][C:25]([F:28])=[C:24]([C:29]([F:32])([F:31])[F:30])[CH:23]=4)[N:21]=3)[CH2:13][CH2:12]2)[N:5]=[CH:4][N:3]=1.NC1C(C#N)=C(N2CCC(C3N(C[CH2:66][N:67]([CH2:69][CH2:70][O:71][CH3:72])[CH3:68])C=C(C4C=CC(F)=C(C(F)(F)F)C=4)N=3)CC2)N=CN=1>>[NH2:1][C:2]1[C:7]([C:8]([NH2:10])=[O:9])=[C:6]([N:11]2[CH2:16][CH2:15][CH:14]([C:17]3[N:18]([CH2:33][CH2:66][N:67]([CH2:69][CH2:70][O:71][CH3:72])[CH3:68])[CH:19]=[C:20]([C:22]4[CH:27]=[CH:26][C:25]([F:28])=[C:24]([C:29]([F:32])([F:31])[F:30])[CH:23]=4)[N:21]=3)[CH2:13][CH2:12]2)[N:5]=[CH:4][N:3]=1. Procedure: The title compound was prepared in an analogous manner as 4-Amino-6-{4-[4-(4-fluoro-3-trifluoromethyl-phenyl)-1-methyl-1H-imidazol-2-yl]-piperidin-1-yl}-pyrimidine-5-carboxamide using 4-Amino-6-[4-(4-(4-fluoro-3-trifluoromethyl-phenyl)-1-{2-[(2-methoxy-ethyl)-methyl-amino]-ethyl}-1H-imidazol-2-yl)-piperidin-1-yl]-pyrimidine-5-carbonitrile instead of 4-amino-6-(4-{4-[4-fluoro-3-(trifluoromethyl)phenyl]-1-methyl-1H-imidazol-2-yl}piperidin-1-yl)pyrimidine-5-carbonitrile. LC-MS: (M+1=565, obsd.=565)... Starting materials: NC1=CC=2C(C3=CC=CC(=C3C(C2C(=C1)OC)=O)OC)=O (2-Amino-9,10-dihydro-4,5-dimethoxy-9,10-dioxoanthracene), solution, Br (hydrobromic acid). The solvent is O (water), O (water). The product is NC1=CC=2C(C3=CC=CC(=C3C(C2C(=C1)O)=O)O)=O (2-amino-9,10-dihydro-4,5-dihydroxy-9,10-dioxoanthracene). Reaction SMILES: [NH2:1][C:2]1[CH:15]=[C:14]([O:16]C)[C:13]2[C:12](=[O:18])[C:11]3[C:6](=[CH:7][CH:8]=[CH:9][C:10]=3[O:19]C)[C:5](=[O:21])[C:4]=2[CH:3]=1.Br>O>[NH2:1][C:2]1[CH:15]=[C:14]([OH:16])[C:13]2[C:12](=[O:18])[C:11]3[C:6](=[CH:7][CH:8]=[CH:9][C:10]=3[OH:19])[C:5](=[O:21])[C:4]=2[CH:3]=1. Reported procedure: 2-Amino-9,10-dihydro-4,5-dimethoxy-9,10-dioxoanthracene (1 g) was suspended in a 48% solution of hydrobromic acid in water (30 ml) and heated to reflux under an atmosphere of nitrogen for sixty hours. The red suspension turned brown. The mixture was poured into water (100 ml), creating a red precipitate which was collected by filtration. Drying in vacuo over silica gel yielded 2-amino-9,10-dihydro-4,5-dihydroxy-9,10-dioxoanthracene as a dark red powder, m.p. 250°-252° C. The reactants are CCOC(=O)c1ccc(C(=O)OCC)n1N, COC(OC)N(C)C, CN(C)C=O. Product: CCOC(=O)c1ccc(C(=O)OCC)n1N=CN(C)C. Reaction SMILES: [CH2:1]([CH3:2])[O:3][C:4](=[O:5])[c:6]1[n:7]([NH2:16])[c:8]([C:11](=[O:12])[O:13][CH2:14][CH3:15])[cH:9][cH:10]1.[CH3:17][O:18][CH:19]([O:20][CH3:21])[N:22]([CH3:23])[CH3:24].[O:25]=[CH:26][N:27]([CH3:28])[CH3:29]>>[CH2:1]([CH3:2])[O:3][C:4](=[O:5])[c:6]1[n:7]([N:16]=[CH:19][N:22]([CH3:23])[CH3:24])[c:8]([C:11](=[O:12])[O:13][CH2:14][CH3:15])[cH:9][cH:10]1. Starting materials: COC1=CC=C(C=C1)CC(C)NCC1=CC=CC=C1 (1-(4′-Methoxyphenyl)-2-benzylaminopropane), C([C@@H](O)C1=CC=CC=C1)(=O)O ((S)-(+)-mandelic acid). The product is COC1=CC=C(C=C1)C[C@@H](C)NCC1=CC=CC=C1 ((R)-(−)-1-(4′-Methoxyphenyl)-2-benzylaminopropane). Isolated yield 17.6%. As a reaction SMILES: [CH3:1][O:2][C:3]1[CH:8]=[CH:7][C:6]([CH2:9][CH:10]([NH:12][CH2:13][C:14]2[CH:19]=[CH:18][CH:17]=[CH:16][CH:15]=2)[CH3:11])=[CH:5][CH:4]=1.C(O)(=O)[C@H](C1C=CC=CC=1)O>>[CH3:1][O:2][C:3]1[CH:4]=[CH:5][C:6]([CH2:9][C@H:10]([NH:12][CH2:13][C:14]2[CH:19]=[CH:18][CH:17]=[CH:16][CH:15]=2)[CH3:11])=[CH:7][CH:8]=1. Procedure: A sample of 3.02 g (11.8 mmol) of 1-(4′-methoxyphenyl)-2-benzylaminopropane (42) was reacted with 1.8 g (11.8 mmol) (S)-(+)-mandelic acid to give 530 mg (35% based on enantiomeric abundance) of the free amine after workup. 1H NMR (CDCl3) δ□ 1.10 (d, 3H, J=6.3 Hz), 2.57-2.76 (m, 2H), 2.88-2.94 (m, 1H), 3.79 (s, 3H), 3.72-3.88 (m, 2H), 6.82 (d, 2H, J=8.7 Hz), 7.07 (d, 2H, J=8.4 Hz), 7.15-7.31 (m, 5H); MS (APCI+) m/z (rel): 256 (100); [α]D=−30.4° (c=1.25 MeOH).